This data is from the Open Reaction Database (ORD), a public repository of structured organic reaction records. The task is: describe an organic reaction: reactants, conditions, products, and yield Starting materials: COC(COC1=CC=C2C=CNC2=C1)=O ((1H-indol-6-yloxy)-acetic acid methyl ester), COC(COC=1C=C2C(=CN(C2=CC1)C(N)=O)N=C=O)=O ((1-carbamoyl-3-isocyanato-1H-indol-5-yloxy)-acetic acid methyl ester). Product: COC(COC1=CC=C2C(=CN(C2=C1)C(N)=O)N=C=O)=O ((1-Carbamoyl-3-isocyanato-1H-indol-6-yloxy)-acetic acid methyl ester). RXN SMILES: [CH3:1][O:2][C:3](=[O:15])[CH2:4][O:5]C1C=C2C(C=CN2)=CC=1.COC(=O)CO[C:21]1[CH:22]=[C:23]2[C:27](=[CH:28][CH:29]=1)[N:26]([C:30](=[O:32])[NH2:31])[CH:25]=[C:24]2[N:33]=[C:34]=[O:35]>>[CH3:1][O:2][C:3](=[O:15])[CH2:4][O:5][C:29]1[CH:28]=[C:27]2[C:23]([C:24]([N:33]=[C:34]=[O:35])=[CH:25][N:26]2[C:30](=[O:32])[NH2:31])=[CH:22][CH:21]=1. Procedure details: was prepared from (1H-indol-6-yloxy)-acetic acid methyl ester using the protocol described for the preparation of (1-carbamoyl-3-isocyanato-1H-indol-5-yloxy)-acetic acid methyl ester. The reactants are CC(Cl)C(=O)Cl, CC(C)(C)[Si](C)(C)OC1CC(CN)N(C(=O)OCc2ccc([N+](=O)[O-])cc2)C1, [Na+], C1CCOC1, [OH-], O. Yields the product CC(Cl)C(=O)NCC1CC(O[Si](C)(C)C(C)(C)C)CN1C(=O)OCc1ccc([N+](=O)[O-])cc1. RXN SMILES: [Cl:29][CH:30]([C:31](=[O:32])[Cl:33])[CH3:34].[NH2:1][CH2:2][CH:3]1[N:4]([C:16](=[O:17])[O:18][CH2:19][c:20]2[cH:21][cH:22][c:23]([N+:26](=[O:27])[O-:28])[cH:24][cH:25]2)[CH2:5][CH:6]([O:8][Si:9]([CH3:10])([CH3:11])[C:12]([CH3:13])([CH3:14])[CH3:15])[CH2:7]1.[Na+:36].[O:37]1[CH2:38][CH2:39][CH2:40][CH2:41]1.[OH-:35].[OH2:42]>>[NH:1]([CH2:2][CH:3]1[N:4]([C:16](=[O:17])[O:18][CH2:19][c:20]2[cH:21][cH:22][c:23]([N+:26](=[O:27])[O-:28])[cH:24][cH:25]2)[CH2:5][CH:6]([O:8][Si:9]([CH3:10])([CH3:11])[C:12]([CH3:13])([CH3:14])[CH3:15])[CH2:7]1)[C:31]([CH:30]([Cl:29])[CH3:34])=[O:32]. Yields the product CON(C(=O)C=1CN(C(C1O)=O)C)CC1=C(C=CC=C1)C (4-Hydroxy-1-methyl-5-oxo-2,5-dihydro-1H-pyrrole-3-carboxylic acid methoxy-(2-methyl-benzyl)-amide). Reaction SMILES: CO[C:3](=[O:20])[C:4]([OH:19])=[CH:5][C:6](=[O:18])[N:7]([O:16][CH3:17])[CH2:8][C:9]1[CH:14]=[CH:13][CH:12]=[CH:11][C:10]=1[CH3:15].C=O.CN.ClC1C=C(C=CC=1Cl)[CH2:29][N:30](C)[C:31](C1CN(C)C(=O)C=1O)=O>>[CH3:17][O:16][N:7]([CH2:8][C:9]1[CH:14]=[CH:13][CH:12]=[CH:11][C:10]=1[CH3:15])[C:6]([C:5]1[CH2:29][N:30]([CH3:31])[C:3](=[O:20])[C:4]=1[OH:19])=[O:18]. Procedure: 2-Hydroxy-3-[methoxy-(2-methylbenzyl)-carbamoyl]-acrylic acid methyl ester (Compound 56-D) was treated with paraformaldehyde and methylamine as described in the preparation of Compound 12 to give the title compound as a white solid (61% yield); mp 153–154° C. 1HNMR 400 MHz (CDCl3) δ (ppm): 2.39 (3H, s, CH3), 3.13 (3H, s, NCH3), 3.67 (3H, s, OCH3), 4.19 (2H, s, NCH2), 4.95 (2H, s, NCH2), 7.2–7.3 (4H, m, aromatics), 11.7 (1H, broad s, OH). Anal. calcd for C15H18N2O4: C, 62.05; H, 6.24; N, 9.65. Fo... Isolated yield 61.0%. The reactants are COC(C(=CC(N(CC1=C(C=CC=C1)C)OC)=O)O)=O (2-Hydroxy-3-[methoxy-(2-methylbenzyl)-carbamoyl]-acrylic acid methyl ester), C=O (paraformaldehyde), CN (methylamine), ClC=1C=C(CN(C(=O)C=2CN(C(C2O)=O)C)C)C=CC1Cl (4-Hydroxy-1-methyl-5-oxo-2,5-dihydro-1H-pyrrole-3-carboxylic acid (3,4-dichloro-benzyl)-methyl amide). Solvent: C1CCOC1 (THF), C1CCOC1 (THF). As a reaction SMILES: [H-].[H-].[H-].[H-].[Li+].[Al+3].[CH3:7][O:8][C:9]1[CH:10]=[C:11]([CH:16]=[CH:17][C:18]=1[O:19][CH3:20])[O:12][CH2:13][C:14]#[N:15].O.C(Cl)Cl.CO>C1COCC1>[CH3:7][O:8][C:9]1[CH:10]=[C:11]([CH:16]=[CH:17][C:18]=1[O:19][CH3:20])[O:12][CH2:13][CH2:14][NH2:15] |f:0.1.2.3.4.5,8.9|. Isolated yield 77.6%. Reaction conditions: time 20 hour. Procedure details: To a cold (0° C.) suspension of LiAlH4 (1.73 g, 45.6 mmol) in anhydrous THF (72 ml), was added dropwise a solution of (3,4-dimethoxy-phenoxy)-acetonitrile (5.88 g, 30.4 mmol) in anhydrous THF (42 ml). The resulting mixture was allowed to warm-up and stirred at RT for 20 h under nitrogen. The reaction mixture was combined with a mixture of H2O/2N NaOH(aq) (4/1) to destroy the excess of LiAlH4. The white suspension was filtered and the solid was washed with CH2Cl2. The combined organic phases were... Product: COC=1C=C(OCCN)C=CC1OC (2-(3,4-Dimethoxy-phenoxy)-ethylamine). Starting materials: COC=1C=C(OCC#N)C=CC1OC ((3,4-dimethoxy-phenoxy)-acetonitrile), [H-].[H-].[H-].[H-].[Li+].[Al+3] (LiAlH4), O (H2O), C(Cl)Cl.CO (CH2Cl2 MeOH). Reactants: FC1=CC2=C(C(=NO2)C2CCN(CC2)CCN)C=C1 (2-[4-(6-fluoro-1,2-benzisoxazol-3-yl)-1-piperidinyl]ethylamine), ClC=1C=C2C(C(=O)OC2=O)=CC1Cl (4,5-dichlorophthalic anhydride). The solvent is C(Cl)Cl (methylene chloride). Reaction conditions: time 2 hour. The product is FC1=CC2=C(C(=NO2)C2CCN(CC2)CCN2C(C=3C(C2=O)=CC(=C(C3)Cl)Cl)=O)C=C1 (N-[2-[4-(6-Fluoro-1,2-benzisoxazol-3-yl)-1-piperidinyl]ethyl]-4,5-dichlorophthalimide). Reaction SMILES: [F:1][C:2]1[CH:19]=[CH:18][C:5]2[C:6]([CH:9]3[CH2:14][CH2:13][N:12]([CH2:15][CH2:16][NH2:17])[CH2:11][CH2:10]3)=[N:7][O:8][C:4]=2[CH:3]=1.[Cl:20][C:21]1[CH:22]=[C:23]2[C:28](=O)[O:27][C:25](=[O:26])[C:24]2=[CH:30][C:31]=1[Cl:32]>C(Cl)Cl>[F:1][C:2]1[CH:19]=[CH:18][C:5]2[C:6]([CH:9]3[CH2:14][CH2:13][N:12]([CH2:15][CH2:16][N:17]4[C:25](=[O:26])[C:24]5=[CH:30][C:31]([Cl:32])=[C:21]([Cl:20])[CH:22]=[C:23]5[C:28]4=[O:27])[CH2:11][CH2:10]3)=[N:7][O:8][C:4]=2[CH:3]=1. Reported procedure: A mixture of 2-[4-(6-fluoro-1,2-benzisoxazol-3-yl)-1-piperidinyl]ethylamine (2.83 gm, 10.7 mmol) and 4,5-dichlorophthalic anhydride (2.56 gm, 11.93 mmol, 1.1 eq) in methylene chloride (100 ml, DCM) was stirred for 2 h, white solids precipitated and the TLC showed disappearance of the starting material. The solvent was removed, and the crude solid was loaded onto a flash chromatography column (28 gm, SiO2, sorbsil C-30, eluted with 1% MeOH in DCM; 0.5% of NH4OH was added towards the end of elutio... Starting materials: C(C)OC(=O)C=1OC(=CN1)CC1=CC=CC=C1 (5-Benzyl-oxazole-2-carboxylic acid ethyl ester), O.[OH-].[Li+] (lithiumhydroxide-hydrate). The solvent is CO (MeOH), O (water). Run at time 2 hour. Yields the product C(C1=CC=CC=C1)C1=CN=C(O1)C(=O)O (5-Benzyl-oxazole-2-carboxylic acid). RXN SMILES: C([O:3][C:4]([C:6]1[O:7][C:8]([CH2:11][C:12]2[CH:17]=[CH:16][CH:15]=[CH:14][CH:13]=2)=[CH:9][N:10]=1)=[O:5])C.O.[OH-].[Li+]>CO.O>[CH2:11]([C:8]1[O:7][C:6]([C:4]([OH:5])=[O:3])=[N:10][CH:9]=1)[C:12]1[CH:13]=[CH:14][CH:15]=[CH:16][CH:17]=1 |f:1.2.3|. Procedure details: A mixture of 5-Benzyl-oxazole-2-carboxylic acid ethyl ester (0.95 g, 3.5 mmol) and lithiumhydroxide-hydrate (0.73 g, 17.5 mmol) in 20 mL MeOH and 10 mL water was stirred at room temperature for 2 h. The mixture was evaporated in vacuo, extracted with hexane and the aq. layer was acidified with 1 N aq. HCl. After extraction with ethyl acetate, the organic layer was dried over MgSO4, and evaporated to yield the crude product which was used in the next step without further purification. LCMS (metho... Product: CCOc1c(Cl)cc(NC(=O)OC(C)C)cc1NC(=O)OC. RXN SMILES: [CH2:17]([N:18]([CH2:19][CH3:20])[c:21]1[cH:22][cH:23][cH:24][cH:25][cH:26]1)[CH3:27].[CH2:1]([CH3:2])[O:3][c:4]1[c:5]([NH:12][C:13]([O:14][CH3:15])=[O:16])[cH:6][c:7]([NH2:11])[cH:8][c:9]1[Cl:10].[CH3:35][c:36]1[cH:37][cH:38][cH:39][cH:40][cH:41]1.[Cl:28][C:29](=[O:30])[O:31][CH:32]([CH3:33])[CH3:34]>>[CH2:1]([CH3:2])[O:3][c:4]1[c:5]([NH:12][C:13]([O:14][CH3:15])=[O:16])[cH:6][c:7]([NH:11][C:29](=[O:30])[O:31][CH:32]([CH3:33])[CH3:34])[cH:8][c:9]1[Cl:10]. Starting materials: CCN(CC)c1ccccc1, CCOc1c(Cl)cc(N)cc1NC(=O)OC, Cc1ccccc1, CC(C)OC(=O)Cl. Reactants: OCC1NCCCC1 (2-(hydroxymethyl)piperidine), N (ammonia), NN1C(CCCC1)CSC1=CC=CC=C1 (1-Amino-2-(phenylthiomethyl)piperidine), C(C1=CC=CC=C1)(=O)O[C@H]1[C@@H](O[C@@H]([C@H]1OC(C1=CC=CC=C1)=O)COC(C1=CC=CC=C1)=O)N1C2=NC(=NC(=C2N=C1)Cl)Cl (9-(2',3',5'tri-O-benzoyl-β-D-ribofuranosyl)-2,6-dichloro-9H-purine). The product is C1(=CC=CC=C1)SCC1NCCCC1 (2-(Phenylthiomethyl)piperidine), ClC=1N=C(C=2N=CN([C@H]3[C@H](O)[C@H](O)[C@@H](CO)O3)C2N1)NN1C(CCCC1)CSC1=CC=CC=C1 (2-chloro-N-[2-(phenylthiomethyl)-1-piperidinyl]adenosine). Yield: 10.3%. As a reaction SMILES: OCC1CCCCN1.[NH2:9][N:10]1[CH2:15][CH2:14][CH2:13][CH2:12][CH:11]1[CH2:16][S:17][C:18]1[CH:23]=[CH:22][CH:21]=[CH:20][CH:19]=1.C([O:32][C@@H:33]1[C@H:37]([O:38]C(=O)C2C=CC=CC=2)[C@@H:36]([CH2:47][O:48]C(=O)C2C=CC=CC=2)[O:35][C@H:34]1[N:57]1[CH:65]=[N:64][C:63]2[C:58]1=[N:59][C:60]([Cl:67])=[N:61][C:62]=2Cl)(=O)C1C=CC=CC=1.N>>[C:18]1([S:17][CH2:16][CH:11]2[CH2:12][CH2:13][CH2:14][CH2:15][NH:10]2)[CH:19]=[CH:20][CH:21]=[CH:22][CH:23]=1.[Cl:67][C:60]1[N:61]=[C:62]([NH:9][N:10]2[CH2:15][CH2:14][CH2:13][CH2:12][CH:11]2[CH2:16][S:17][C:18]2[CH:23]=[CH:22][CH:21]=[CH:20][CH:19]=2)[C:63]2[N:64]=[CH:65][N:57]([C:58]=2[N:59]=1)[C@@H:34]1[O:35][C@H:36]([CH2:47][OH:48])[C@@H:37]([OH:38])[C@H:33]1[OH:32]. Reported procedure: 2-(Phenylthiomethyl)piperidine was prepared from 2-(hydroxymethyl)piperidine by the method described by Kotsuki et al., Tetrahedron Letters, 1991, 32, 4155-4158; otherwise the synthesis proceeded as described in Example 16. 1-Amino-2-(phenylthiomethyl)piperidine (1.4 g, 6.5 mmol) was reacted with 9-(2',3',5'tri-O-benzoyl-β-D-ribofuranosyl)-2,6-dichloro-9H-purine (2.0 g, 3.25 mmol), followed by debenzoylation of the purified product using methanolic ammonia. This provided the title 2-chloro-N-[2-...